Dataset: the Open Reaction Database (ORD), a public repository of structured organic reaction records. Task: describe an organic reaction: reactants, conditions, products, and yield The reactants are COC=1C=C(C=CC1)N1N=C(C=C1N1[C@H](C[C@H](C1)S(=O)(=O)C1=C(C=CC=C1)C(F)(F)F)C(=O)O)C ((2R,4R)-1-[2-(3-methoxy-phenyl)-5-methyl-2H-pyrazol-3-yl]-4-(2-trifluoromethyl-benzenesulfonyl)-pyrrolidine-2-carboxylic acid), COC(=O)[C@H]1N(C[C@@H](C1)S(=O)(=O)C1=C(C=CC=C1)C(F)(F)F)C=1N(N=C(C1)C)C1=CC(=CC=C1)OC ((2S,4R)-1-[2-(3-methoxy-phenyl)-5-methyl-2H-pyrazol-3-yl]-4-(2-trifluoromethyl-benzenesulfonyl)-pyrrolidine-2-carboxylic acid methyl ester), COC(=O)[C@@H]1N(C[C@@H](C1)S(=O)(=O)C1=C(C=CC=C1)C(F)(F)F)C=1N(N=C(C1)C)C1=CC(=CC=C1)OC ((2R,4R)-1-[2-(3-methoxy-phenyl)-5-methyl-2H-pyrazol-3-yl]-4-(2-trifluoromethyl-benzenesulfonyl)-pyrrolidine-2-carboxylic acid methyl ester), [OH-].[Li+] (lithium hydroxide). Product: COC=1C=C(C=CC1)N1N=C(C=C1N1[C@@H](C[C@H](C1)S(=O)(=O)C1=C(C=CC=C1)C(F)(F)F)C(=O)O)C ((2S,4R)-1-[2-(3-Methoxy-phenyl)-5-methyl-2H-pyrazol-3-yl]-4-(2-trifluoromethyl-benzenesulfonyl)-pyrrolidine-2-carboxylic acid). As a reaction SMILES: C[O:2][C:3]([C@@H:5]1[CH2:9][C@@H:8]([S:10]([C:13]2[CH:18]=[CH:17][CH:16]=[CH:15][C:14]=2[C:19]([F:22])([F:21])[F:20])(=[O:12])=[O:11])[CH2:7][N:6]1[C:23]1[N:24]([C:29]2[CH:34]=[CH:33][CH:32]=[C:31]([O:35][CH3:36])[CH:30]=2)[N:25]=[C:26]([CH3:28])[CH:27]=1)=[O:4].COC([C@H]1C[C@@H](S(C2C=CC=CC=2C(F)(F)F)(=O)=O)CN1C1N(C2C=CC=C(OC)C=2)N=C(C)C=1)=O.[OH-].[Li+].COC1C=C(N2C(N3C[C@H](S(C4C=CC=CC=4C(F)(F)F)(=O)=O)C[C@@H]3C(O)=O)=CC(C)=N2)C=CC=1>>[CH3:36][O:35][C:31]1[CH:30]=[C:29]([N:24]2[C:23]([N:6]3[CH2:7][C@H:8]([S:10]([C:13]4[CH:18]=[CH:17][CH:16]=[CH:15][C:14]=4[C:19]([F:21])([F:22])[F:20])(=[O:12])=[O:11])[CH2:9][C@H:5]3[C:3]([OH:4])=[O:2])=[CH:27][C:26]([CH3:28])=[N:25]2)[CH:34]=[CH:33][CH:32]=1 |f:2.3|. Reported procedure: In analogy to the procedure described in example 253e, a mixture of (2S,4R)-1-[2-(3-methoxy-phenyl)-5-methyl-2H-pyrazol-3-yl]-4-(2-trifluoromethyl-benzenesulfonyl)-pyrrolidine-2-carboxylic acid methyl ester and (2R,4R)-1-[2-(3-methoxy-phenyl)-5-methyl-2H-pyrazol-3-yl]-4-(2-trifluoromethyl-benzenesulfonyl)-pyrrolidine-2-carboxylic acid methyl ester was saponified in the presence of lithium hydroxide to give a mixture of the title compound and (2R,4R)-1-[2-(3-methoxy-phenyl)-5-methyl-2H-pyrazol-3-...